From a dataset of the Open Reaction Database (ORD), a public repository of structured organic reaction records. describe an organic reaction: reactants, conditions, products, and yield Starting materials: CC(=O)[O-], CC(=O)O, OCCCC1CCN(c2ccc(Cl)nn2)CC1, [Na+]. Product: O=c1ccc(N2CCC(CCCO)CC2)n[nH]1. RXN SMILES: [CH3:19][C:20]([O-:21])=[O:22].[CH3:23][C:24](=[O:25])[OH:26].[Cl:1][c:2]1[cH:3][cH:4][c:5]([N:8]2[CH2:9][CH2:10][CH:11]([CH2:14][CH2:15][CH2:16][OH:17])[CH2:12][CH2:13]2)[n:6][n:7]1.[Na+:18]>>[c:2]1(=[O:21])[cH:3][cH:4][c:5]([N:8]2[CH2:9][CH2:10][CH:11]([CH2:14][CH2:15][CH2:16][OH:17])[CH2:12][CH2:13]2)[n:6][nH:7]1.